This data is from the Open Reaction Database (ORD), a public repository of structured organic reaction records. The task is: describe an organic reaction: reactants, conditions, products, and yield Run at time 2 hour. Procedure details: The 4-methoxypyridine--N-oxide (6.3 g, 0.05 mol) was suspended in 150 ml of dichloromethane (CH2Cl2). Trimethyloxoniumtetrafluoroborate (7.5 g, 0.05 mol) was added all at once and the reaction was stirred at room temperature for 2 hrs. After evaporation of the solvent, the residue was dissolved in methanol (150 ml) and heated to reflux. To this solution was added of ammonium persulfate (2.3 g) in 20 ml of water. After 30 min. a further portion of 1.2 g of persulfate in 5 ml of water was added. A... The yield is 50.6%. The product is OCC1=NC=CC(=C1)OC (2-hydroxymethyl-4-methoxypyridine). RXN SMILES: [CH3:1][O:2][C:3]1[CH:8]=[CH:7][N+:6]([O-])=[CH:5][CH:4]=1.F[B-](F)(F)F.[CH3:15][O+:16](C)C>ClCCl>[OH:16][CH2:15][C:7]1[CH:8]=[C:3]([O:2][CH3:1])[CH:4]=[CH:5][N:6]=1 |f:1.2|. The solvent is ClCCl (dichloromethane). Reactants: COC1=CC=[N+](C=C1)[O-] (4-methoxypyridine--N-oxide), F[B-](F)(F)F.C[O+](C)C (Trimethyloxoniumtetrafluoroborate).